From a dataset of the Open Reaction Database (ORD), a public repository of structured organic reaction records. describe an organic reaction: reactants, conditions, products, and yield The reactants are C=CCOCc1ccc([N+](=O)[O-])cc1N, CCO, N#CN, N, O, O=[N+]([O-])O. Yields the product C=CCOCc1ccc([N+](=O)[O-])cc1NC(=N)N. Reaction SMILES: [CH2:5]([CH:6]=[CH2:7])[O:8][CH2:9][c:10]1[c:11]([NH2:19])[cH:12][c:13]([N+:16](=[O:17])[O-:18])[cH:14][cH:15]1.[CH3:24][CH2:25][OH:26].[NH2:20][C:21]#[N:22].[NH3:23].[OH2:27].[OH:1][N+:2](=[O:3])[O-:4]>>[CH2:5]([CH:6]=[CH2:7])[O:8][CH2:9][c:10]1[c:11]([NH:19][C:21](=[NH:20])[NH2:22])[cH:12][c:13]([N+:16](=[O:17])[O-:18])[cH:14][cH:15]1. The reactants are [BH4-], COC(=O)C=Cc1ccc(C=O)cc1, Cc1[nH]c2ccccc2c1CCN, CO, Cl, [H][H], [Na+], O. The product is COC(=O)C=Cc1ccc(CNCCc2c(C)[nH]c3ccccc23)cc1, Cl. Reaction SMILES: [BH4-:28].[CH3:14][O:15][C:16]([CH:17]=[CH:18][c:19]1[cH:20][cH:21][c:22]([CH:25]=[O:26])[cH:23][cH:24]1)=[O:27].[CH3:1][c:2]1[c:3]([CH2:4][CH2:5][NH2:6])[c:7]2[cH:8][cH:9][cH:10][cH:11][c:12]2[nH:13]1.[CH3:33][OH:34].[ClH:30].[H:31][H:32].[Na+:29].[OH2:35]>>[CH3:1][c:2]1[c:3]([CH2:4][CH2:5][NH:6][CH2:25][c:22]2[cH:21][cH:20][c:19]([CH:18]=[CH:17][C:16]([O:15][CH3:14])=[O:27])[cH:24][cH:23]2)[c:7]2[cH:8][cH:9][cH:10][cH:11][c:12]2[nH:13]1.[ClH:30]. The reactants are [BH3-]C#N, CO, CC=O, CNC(=O)c1c2cc(C3CC3)c(N)cc2nn1-c1ccc(Br)cc1, [Na+]. Yields the product CCNc1cc2nn(-c3ccc(Br)cc3)c(C(=O)NC)c2cc1C1CC1. As a reaction SMILES: [C:28]([BH3-:29])#[N:30].[CH3:32][OH:33].[CH:25]([CH3:26])=[O:27].[NH2:1][c:2]1[c:3]([CH:22]2[CH2:23][CH2:24]2)[cH:4][c:5]2[c:6]([C:18](=[O:19])[NH:20][CH3:21])[n:7](-[c:11]3[cH:12][cH:13][c:14]([Br:17])[cH:15][cH:16]3)[n:8][c:9]2[cH:10]1.[Na+:31]>>[NH:1]([c:2]1[c:3]([CH:22]2[CH2:23][CH2:24]2)[cH:4][c:5]2[c:6]([C:18](=[O:19])[NH:20][CH3:21])[n:7](-[c:11]3[cH:12][cH:13][c:14]([Br:17])[cH:15][cH:16]3)[n:8][c:9]2[cH:10]1)[CH2:25][CH3:26]. Starting materials: compound C, N1=C(C=CC=C1)NN (2-pyridylhydrazine), COC=1C=C(C=CC1OC)C1=NN(C([C@H]2CCCC[C@@H]12)=O)CCO ((cis)-4-(3,4-Dimethoxyphenyl)-2-(2-hydroxy-1-ethyl)-4a,5,6,7,8,8a-hexahydro-2H-phthalazin-1-one). The product is COC=1C=C(C=CC1OC)C1=NN(C([C@H]2CC=CC[C@@H]12)=O)C1=NC=CC=C1 ((cis)-4-(3,4-Dimethoxyphenyl)-2-(2-pyridyl)-4a,5,8,8a-tetrahydro-2H-phthalazin-1-one). RXN SMILES: [N:1]1[CH:6]=[CH:5][CH:4]=[CH:3][C:2]=1[NH:7][NH2:8].[CH3:9][O:10][C:11]1[CH:12]=[C:13]([C:19]2[C@H:28]3[C@H:23]([CH2:24][CH2:25][CH2:26][CH2:27]3)[C:22](=[O:29])N(CCO)N=2)[CH:14]=[CH:15][C:16]=1[O:17][CH3:18]>>[CH3:9][O:10][C:11]1[CH:12]=[C:13]([C:19]2[C@H:28]3[C@H:23]([CH2:24][CH:25]=[CH:26][CH2:27]3)[C:22](=[O:29])[N:7]([C:2]3[CH:3]=[CH:4][CH:5]=[CH:6][N:1]=3)[N:8]=2)[CH:14]=[CH:15][C:16]=1[O:17][CH3:18]. Procedure: Prepared from compound C and 2-pyridylhydrazine as described for compound 35. Purified by chromatography (ethyl acetate) and crystallized from ethyl acetate/diethyl ether. M.p. 147°-148° C. Starting materials: Cl (hydrochloric acid), O1CCOC12CCC(CC2)N2N=C(C=1C2=NC=NC1N)C=1C=NC(=CC1)OC1=CC=CC=C1 (1-(1,4-dioxaspiro[4.5]dec-8-yl)-3-(6-phenoxy-3-pyridyl)-1H-pyrazolo[3,4-d]pyrimidin-4-amine), C([O-])(O)=O.[Na+] (sodium bicarbonate). Solvent: CC(=O)C (acetone). Run at time 20 hour. Product: NC1=C2C(=NC=N1)N(N=C2C=2C=NC(=CC2)OC2=CC=CC=C2)C2CCC(CC2)=O (4-[4-amino-3-(6-phenoxy-3-pyridyl)-1H-pyrazolo[3,4-d]pyrimidin-1-yl]-1-cyclo-hexanone). Reaction SMILES: O1[C:5]2([CH2:10][CH2:9][CH:8]([N:11]3[C:15]4=[N:16][CH:17]=[N:18][C:19]([NH2:20])=[C:14]4[C:13]([C:21]4[CH:22]=[N:23][C:24]([O:27][C:28]5[CH:33]=[CH:32][CH:31]=[CH:30][CH:29]=5)=[CH:25][CH:26]=4)=[N:12]3)[CH2:7][CH2:6]2)[O:4]CC1.Cl.C(=O)(O)[O-].[Na+]>CC(C)=O>[NH2:20][C:19]1[N:18]=[CH:17][N:16]=[C:15]2[N:11]([CH:8]3[CH2:7][CH2:6][C:5](=[O:4])[CH2:10][CH2:9]3)[N:12]=[C:13]([C:21]3[CH:22]=[N:23][C:24]([O:27][C:28]4[CH:33]=[CH:32][CH:31]=[CH:30][CH:29]=4)=[CH:25][CH:26]=3)[C:14]=12 |f:2.3|. Procedure details: 1-(1,4-dioxaspiro[4.5]dec-8-yl)-3-(6-phenoxy-3-pyridyl)-1H-pyrazolo[3,4-d]pyrimidin-4-amine (Intermediate AH) (1.00 g, 0.0022 mol) was triturated in acetone (20 mL) and 5N hydrochloric acid solution was added dropwise. The mixture was stirred at ambient temperature for 20 hours and neutralized with saturated sodium bicarbonate solution. The precipitate was collected by filtration, washed with water twice and dried to give 4-[4-amino-3-(6-phenoxy-3-pyridyl)-1H-pyrazolo[3,4-d]pyrimidin-1-yl]-1-cyc... Reactants: CN1C=CC2=CC=C(C=C12)[N+](=O)[O-] (1-methyl-6-nitro-1H-indole). The reagents and catalysts are [Pd] (Pd/C). Run in C(C)O (ethanol), O1CCCC1 (tetrahydrofuran). Run at time 14 hour. The product is CN1C=CC2=CC=C(C=C12)N (1-methyl-6-amino-1H-indole). RXN SMILES: [CH3:1][N:2]1[C:10]2[C:5](=[CH:6][CH:7]=[C:8]([N+:11]([O-])=O)[CH:9]=2)[CH:4]=[CH:3]1>C(O)C.O1CCCC1.[Pd]>[CH3:1][N:2]1[C:10]2[C:5](=[CH:6][CH:7]=[C:8]([NH2:11])[CH:9]=2)[CH:4]=[CH:3]1. Reported procedure: A mixture of 1-methyl-6-nitro-1H-indole (5.0 g, 28.4 mmol) and 10% Pd/C(1.0 g) in ethanol (200 ml) and tetrahydrofuran (100 ml) was hydrogenated at atmospheric pressure for 14 hours. The reaction mixture was filtered and concentrated to give 1-methyl-6-amino-1H-indole after crystallization from ether/hexane (3.8 g, 80%). Product: OC1=CC=C(C2=C(OC3=CC(=CC(=C3C2=O)O)O)C(=O)N)C=C1 (4',5,7-trihydroxy-2-isoflavonecarboxamide). The reactants are OC1=CC=C(C2=C(OC3=CC(=CC(=C3C2=O)O)O)C(=O)OCC)C=C1 (ethyl 4',5,7-trihydroxy-2-isoflavonecarboxylate), N (ammonia). Conditions: time 3 hour. Reaction SMILES: [OH:1][C:2]1[CH:25]=[CH:24][C:5]([C:6]2[C:15](=[O:16])[C:14]3[C:9](=[CH:10][C:11]([OH:18])=[CH:12][C:13]=3[OH:17])[O:8][C:7]=2[C:19](OCC)=[O:20])=[CH:4][CH:3]=1.[NH3:26]>>[OH:1][C:2]1[CH:25]=[CH:24][C:5]([C:6]2[C:15](=[O:16])[C:14]3[C:9](=[CH:10][C:11]([OH:18])=[CH:12][C:13]=3[OH:17])[O:8][C:7]=2[C:19]([NH2:26])=[O:20])=[CH:4][CH:3]=1. Reported procedure: A mixture of ethyl 4',5,7-trihydroxy-2-isoflavonecarboxylate (120 mg) and 28% ammonia (2 ml) was stirred at room temperature for three hours, water was distilled off under reduced pressure, and the solid residue was recrystallized from methanol, affording 65 mg of 4',5,7-trihydroxy-2-isoflavonecarboxamide.